From a dataset of the Open Reaction Database (ORD), a public repository of structured organic reaction records. describe an organic reaction: reactants, conditions, products, and yield The reactants are Cl.CC1=CC=C(C=C1)C(OC1CCN(CC1)CCC(=O)OCC)C1=CC=C(C=C1)C (ethyl 4-[bis(4-methylphenyl)methoxy]-1-piperidinepropionate hydrochloride), [OH-].[Na+] (sodium hydroxide). The solvent is CO (methanol). The product is Cl.CC1=CC=C(C=C1)C(OC1CCN(CC1)CCC(=O)O)C1=CC=C(C=C1)C (4-[Bis(4-methylphenyl)methoxy]-1-piperidinepropionic acid hydrochloride). The yield is 99.1%. RXN SMILES: [ClH:1].[CH3:2][C:3]1[CH:8]=[CH:7][C:6]([CH:9]([C:24]2[CH:29]=[CH:28][C:27]([CH3:30])=[CH:26][CH:25]=2)[O:10][CH:11]2[CH2:16][CH2:15][N:14]([CH2:17][CH2:18][C:19]([O:21]CC)=[O:20])[CH2:13][CH2:12]2)=[CH:5][CH:4]=1.[OH-].[Na+]>CO>[ClH:1].[CH3:30][C:27]1[CH:28]=[CH:29][C:24]([CH:9]([C:6]2[CH:5]=[CH:4][C:3]([CH3:2])=[CH:8][CH:7]=2)[O:10][CH:11]2[CH2:16][CH2:15][N:14]([CH2:17][CH2:18][C:19]([OH:21])=[O:20])[CH2:13][CH2:12]2)=[CH:25][CH:26]=1 |f:0.1,2.3,5.6|. Reported procedure: A mixture of 3.55 g of ethyl 4-[bis(4-methylphenyl)methoxy]-1-piperidinepropionate hydrochloride, 12.4 ml of 2N sodium hydroxide aqueous solution and 20 ml of methanol was refluxed for 1 hour and then concentrated. Water was added to the residue and made acidic with hydrochloric acid. The resulting precipitate was collected by filtration to give 3.29 g of colorless crystals. The crystals were recrystallized from water to give 2.63 g of colorless needles, mp 159°~162° C. Reactants: COC=1C=C(C(=O)OC)C=CC1CN1C=NC2=C1C=C(C=C2)[N+](=O)[O-] (methyl 3-methoxy-4-(6-nitrobenzimidazol-1-ylmethyl)benzoate), stannous chloride dihydrate. Run in C(C)(=O)OCC (ethyl acetate), C(C)O (ethanol). Run at temperature 80 celsius, time 18 hour. Yields the product NC=1C=CC2=C(N(C=N2)CC2=C(C=C(C(=O)OC)C=C2)OC)C1 (methyl 4-(6-aminobenzimidazol-1-ylmethyl)-3-methoxybenzoate). Yield: 89.7%. As a reaction SMILES: [CH3:1][O:2][C:3]1[CH:4]=[C:5]([CH:10]=[CH:11][C:12]=1[CH2:13][N:14]1[C:18]2[CH:19]=[C:20]([N+:23]([O-])=O)[CH:21]=[CH:22][C:17]=2[N:16]=[CH:15]1)[C:6]([O:8][CH3:9])=[O:7]>C(O)C.C(OCC)(=O)C>[NH2:23][C:20]1[CH:21]=[CH:22][C:17]2[N:16]=[CH:15][N:14]([CH2:13][C:12]3[CH:11]=[CH:10][C:5]([C:6]([O:8][CH3:9])=[O:7])=[CH:4][C:3]=3[O:2][CH3:1])[C:18]=2[CH:19]=1. Procedure: A solution of (K) (0.77 g.) in anhydrous ethanol (23 ml.) was treated with stannous chloride dihydrate (2.6 g.). The mixture was stirred for 18 hours at 80° C. and then diluted with ethyl acetate. This mixture was washed successively with saturated sodium bicarbonate solution, water, and brine, then dried (MgSO4) and evaporated to give methyl 4-(6-aminobenzimidazol-1-ylmethyl)-3-methoxybenzoate (J) (0.63 g., 90%): partial NMR: 3.4(br s, 2H, NH2), 5.2(s,2H, NCH2).